This data is from the Open Reaction Database (ORD), a public repository of structured organic reaction records. The task is: describe an organic reaction: reactants, conditions, products, and yield Reactants: ClC1=CC(=NC=2N1N=C(C2)C)NC(C2=CN=C(C=C2)C(C)(C)O)=O (N-(7-chloro-2-methylpyrazolo[1,5-a]pyrimidin-5-yl)-6-(2-hydroxypropan-2-yl)nicotinamide), CN1CCCC1=O (NMP), 1-(piperidin-4-yl)urea, HCl salt. Product: C(C)(C)N(C(C)C)CC (N,N-diisopropylethylamine). RXN SMILES: ClC1N2N=C(C)C=C2N=C(NC(=O)[C:14]2C=[CH:18][C:17]([C:20](O)(C)C)=[N:16][CH:15]=2)C=1.CN1C(=O)[CH2:29][CH2:28][CH2:27]1>>[CH:28]([N:16]([CH2:15][CH3:14])[CH:17]([CH3:18])[CH3:20])([CH3:29])[CH3:27]. Procedure details: In a 2 ml microwave vial was placed N-(7-chloro-2-methylpyrazolo[1,5-a]pyrimidin-5-yl)-6-(2-hydroxypropan-2-yl)nicotinamide (11C, 75 mg, 0.217 mmol) and 1-(piperidin-4-yl)urea, HCl salt (39 mg, 0.22 mmol). To the sealed vial was then added NMP (1 ml) and then N,N-diisopropylethylamine (0.079 ml, 0.46 mmol) to give a deep blue solution. The mixture was then heated in the microwave at 100° C. for 10 minutes. After cooling to room temperature, the crude product mixture was purified by preparatory H... As a reaction SMILES: [CH3:1][C:2]1[CH:3]=[C:4]([C:9]2[NH:10][C:11]3[C:16]([C:17]=2[CH2:18][CH2:19][N:20]2C(=O)C4C(=CC=CC=4)C2=O)=[CH:15][C:14]([OH:31])=[CH:13][CH:12]=3)[CH:5]=[C:6]([CH3:8])[CH:7]=1.NN>C(O)C.O1CCCC1>[NH2:20][CH2:19][CH2:18][C:17]1[C:16]2[C:11](=[CH:12][CH:13]=[C:14]([OH:31])[CH:15]=2)[NH:10][C:9]=1[C:4]1[CH:3]=[C:2]([CH3:1])[CH:7]=[C:6]([CH3:8])[CH:5]=1. Reported procedure: To a solution of 2-[2-[2-(3,5-dimethylphenyl)-5-hydroxy-1H-indol-3-yl]ethyl]isoindole-1,3-dione (418 mg in a mixture of 7 mL ethanol and 7 mL tetrahydrofuran) was added 2.5 mL of 95% aqueous hydrazine and the reaction stirred at room temperature. After 12 hours the mixture was concentrated in vacuo and purified by flash chromatography on silica gel (methylene chloride:methanol:ammonium hydroxide, 89:11:1) to provide the title compound (228 mg). Starting materials: CC=1C=C(C=C(C1)C)C=1NC2=CC=C(C=C2C1CCN1C(C2=CC=CC=C2C1=O)=O)O (2-[2-[2-(3,5-dimethylphenyl)-5-hydroxy-1H-indol-3-yl]ethyl]isoindole-1,3-dione), NN (hydrazine). The product is NCCC1=C(NC2=CC=C(C=C12)O)C1=CC(=CC(=C1)C)C (3-(2-aminoethyl)-2-(3,5-dimethylphenyl)-1H-indol-5-ol). Run in C(C)O (ethanol), O1CCCC1 (tetrahydrofuran).